Dataset: the Open Reaction Database (ORD), a public repository of structured organic reaction records. Task: describe an organic reaction: reactants, conditions, products, and yield The reactants are NC1=C(C#N)C(=CC=C1)C1C(C1)(C)C (2-amino-6-(2,2-dimethylcyclopropyl)benzonitrile), S(N)(=O)(=O)Cl (sulfamoyl chloride), [OH-].[Na+] (NaOH). The solvent is CC(=O)N(C)C (DMA), O (water). Reaction conditions: temperature 80 celsius, time 1 hour. Yields the product CC1(C(C1)C1=CC=CC=2NS(N=C(C21)N)(=O)=O)C (5-(2,2-dimethylcyclopropyl)-1H-benzo[c][1,2,6]thiadiazin-4-amine-2,2-dioxide). The yield is 58.4%. Reaction SMILES: [NH2:1][C:2]1[CH:9]=[CH:8][CH:7]=[C:6]([CH:10]2[CH2:12][C:11]2([CH3:14])[CH3:13])[C:3]=1[C:4]#[N:5].[S:15](Cl)(=[O:18])(=O)[NH2:16].[OH-:20].[Na+]>CC(N(C)C)=O.O>[CH3:13][C:11]1([CH3:14])[CH2:12][CH:10]1[C:6]1[C:3]2[C:4]([NH2:5])=[N:16][S:15](=[O:18])(=[O:20])[NH:1][C:2]=2[CH:9]=[CH:8][CH:7]=1 |f:2.3|. Procedure: A solution of 2-amino-6-(2,2-dimethylcyclopropyl)benzonitrile (381 μmol, 71 mg) (Example 270a) and sulfamoyl chloride (572 μmol, 66 mg) in DMA (1 mL) was stirred at room temperature. After 1 hour, the reaction mixture was diluted with NaOH (1N, 572 μmol, 572 μL) and water (˜30 mL). The precipitate was filtered off, washed with water (3×5 mL) then dissolved in EtOH (10 mL) and NaOH (1N, 953 μL) was added. The reaction was heated to 80° C. with stirring. After completion the solvent were evaporate... Starting materials: [Br-], [Mg+]C1CC1, O=Cc1ccc(Cn2cc(NC(=O)OCc3ccccc3Cl)cn2)o1. Product: O=C(Nc1cnn(Cc2ccc(C(=O)C3CC3)o2)c1)OCc1ccccc1Cl. As a reaction SMILES: [Br-:26].[CH:27]1([Mg+:30])[CH2:28][CH2:29]1.[Cl:1][c:2]1[c:3]([CH2:4][O:5][C:6]([NH:7][c:8]2[cH:9][n:10][n:11]([CH2:13][c:14]3[o:15][c:16]([CH:19]=[O:20])[cH:17][cH:18]3)[cH:12]2)=[O:21])[cH:22][cH:23][cH:24][cH:25]1>>[Cl:1][c:2]1[c:3]([CH2:4][O:5][C:6]([NH:7][c:8]2[cH:9][n:10][n:11]([CH2:13][c:14]3[o:15][c:16]([C:19](=[O:20])[CH:27]4[CH2:28][CH2:29]4)[cH:17][cH:18]3)[cH:12]2)=[O:21])[cH:22][cH:23][cH:24][cH:25]1.